Dataset: the Open Reaction Database (ORD), a public repository of structured organic reaction records. Task: describe an organic reaction: reactants, conditions, products, and yield The reactants are FC1=CC=C(C=C1)C(O)C1=CC=C(C=C1)F (Bis(4-fluorophenyl)methanol), BrC(C)O (bromoethanol), C1(=CC=C(C=C1)S(=O)(=O)O)C (p-toluenesulphonic acid). Solvent: C1(=CC=CC=C1)C (toluene). Product: BrCCOC(C1=CC=C(C=C1)F)C1=CC=C(C=C1)F (1-bromo-2-[bis(4-fluorophenyl)methoxy]ethane). The yield is 80.0%. Reaction SMILES: [F:1][C:2]1[CH:7]=[CH:6][C:5]([CH:8]([C:10]2[CH:15]=[CH:14][C:13]([F:16])=[CH:12][CH:11]=2)[OH:9])=[CH:4][CH:3]=1.[Br:17][CH:18](O)[CH3:19].C1(C)C=CC(S(O)(=O)=O)=CC=1>C1(C)C=CC=CC=1>[Br:17][CH2:18][CH2:19][O:9][CH:8]([C:10]1[CH:15]=[CH:14][C:13]([F:16])=[CH:12][CH:11]=1)[C:5]1[CH:6]=[CH:7][C:2]([F:1])=[CH:3][CH:4]=1. Procedure: Bis(4-fluorophenyl)methanol was refluxed in toluene with an equimolar amount of bromoethanol in presence of a catalytic amount of p-toluenesulphonic acid. The mixture was refluxed for 12 hrs. in a Dean-Stark apparatus. The solvent was evaporated and the residue was dissolved in ether, washed with water (three times) and brine (three times). The organic layer was dried with sodium sulfate, filtered, concentrated and the residue was purified by distillation to obtain in 80% yield 1-bromo-2-[bis(4-... Reactants: CC(=CC1=CC=CC=C1)C(=O)C2=CC=CC=C2 (α-methylchalcone), O.NN (hydrazine hydrate), C1(=CC=CC=C1)C=1NNC(C1OC)C1=CC=CC=C1 (3,5-diphenyl-4-methoxypyrazoline), N1NC=CC1 (pyrazoline). Reagents/catalysts: [Pd] (Pd/C). Yields the product C1(=CC=CC=C1)C1=NNC(=C1OC)C1=CC=CC=C1 (3,5-diphenyl-4-methoxypyrazole). As a reaction SMILES: CC(C(C1C=CC=CC=1)=O)=CC1C=CC=CC=1.O.NN.[C:21]1([C:27]2[NH:28][NH:29][CH:30]([C:34]3[CH:39]=[CH:38][CH:37]=[CH:36][CH:35]=3)[C:31]=2[O:32][CH3:33])[CH:26]=[CH:25][CH:24]=[CH:23][CH:22]=1.N1CC=CN1>[Pd]>[C:21]1([C:27]2[C:31]([O:32][CH3:33])=[C:30]([C:34]3[CH:35]=[CH:36][CH:37]=[CH:38][CH:39]=3)[NH:29][N:28]=2)[CH:26]=[CH:25][CH:24]=[CH:23][CH:22]=1 |f:1.2|. Reported procedure: Following the procedure of Example 1 but substituting α-methoxychalcone for α-methylchalcone, and reacting the same with hydrazine hydrate, there is prepared 3,5-diphenyl-4-methoxypyrazoline. The so-formed pyrazoline is then reacted with Pd/C at reflux to obtain 3,5-diphenyl-4-methoxypyrazole in good yield. Starting materials: N1=CC=C(C=C1)CCC(=O)[O-] (4-Picolylacetate), Br (hydrobromic acid), alcohol. Run at temperature 124 celsius. Yields the product Br.N1=CC=C(C=C1)CBr (4-picolylbromide hydrobromide). As a reaction SMILES: [N:1]1[CH:6]=[CH:5][C:4]([CH2:7]CC([O-])=O)=[CH:3][CH:2]=1.[BrH:12]>>[BrH:12].[N:1]1[CH:6]=[CH:5][C:4]([CH2:7][Br:12])=[CH:3][CH:2]=1 |f:2.3|. Reported procedure: 4-Picolylacetate (300 g., 87% pure) was combined with 3.0 l. of 48% hydrobromic acid. A spontaneous exotherm occurred, the temperature rising from 26° to 42° C. The mixture was heated to reflux and refluxed for about 1 hour (pot temperature 124° C.). The reaction mixture was then concentrated in vacuo to yield a gummy solid which was dissolved in 1500 ml. of absolute alcohol. Crude hydrobromide salt (379 g.) crystallized on chilling and was recovered by filtration. Purified 4-picolylbromide hydr...